describe an organic reaction: reactants, conditions, products, and yield From a dataset of the Open Reaction Database (ORD), a public repository of structured organic reaction records. Reactants: [H-].[Na+] (Sodium hydride), C(C)OC(=O)C=1C=NN(C1C)C1=NC=C(C=C1)CO (1-[5-(hydroxymethyl)pyridin-2-yl]-5-methyl-1H-pyrazole-4-carboxylic acid ethyl ester), [H-].[Na+] (Sodium hydride), C(C)I (ethyl iodide), C(C)I (Ethyl iodide), O (water). Solvent: CN(C=O)C (N,N-dimethylformamide). Run at time 30 minute. Product: C(C)OC(=O)C=1C=NN(C1C)C1=NC=C(C=C1)COCC (1-[5-(ethoxymethyl)pyridin-2-yl]-5-methyl-1H-pyrazole-4-carboxylic acid ethyl ester). RXN SMILES: [H-].[Na+].[CH2:3]([O:5][C:6]([C:8]1[CH:9]=[N:10][N:11]([C:14]2[CH:19]=[CH:18][C:17]([CH2:20][OH:21])=[CH:16][N:15]=2)[C:12]=1[CH3:13])=[O:7])[CH3:4].[CH2:22](I)[CH3:23].O>CN(C)C=O>[CH2:3]([O:5][C:6]([C:8]1[CH:9]=[N:10][N:11]([C:14]2[CH:19]=[CH:18][C:17]([CH2:20][O:21][CH2:22][CH3:23])=[CH:16][N:15]=2)[C:12]=1[CH3:13])=[O:7])[CH3:4] |f:0.1|. Procedure details: Sodium hydride (175 mg) was added at room temperature to a solution of 1-[5-(hydroxymethyl)pyridin-2-yl]-5-methyl-1H-pyrazole-4-carboxylic acid ethyl ester (935 mg) described in Reference Example 41(3) in N,N-dimethylformamide (18 ml), and stirred at the same temperature for 30 minutes. Ethyl iodide (0.6 ml) was added and the mixture was stirred at 80° C. for two hours. Then, Sodium hydride (175 mg) and ethyl iodide (0.6 ml) were added and stirred at 80° C. for two hours. After the reaction, the...